From a dataset of the Open Reaction Database (ORD), a public repository of structured organic reaction records. describe an organic reaction: reactants, conditions, products, and yield Starting materials: BrC=1C=C(C=C2C(=CNC12)C)F (7-Bromo-5-fluoro-3-methyl-1H-indole), C(C=C)(=O)OC (methyl acrylate), C1(=C(C=CC=C1)P(C1=C(C=CC=C1)C)C1=C(C=CC=C1)C)C (tri-o-tolylphosphine). The reagents and catalysts are C(C)(=O)[O-].[Pd+2].C(C)(=O)[O-] (palladium(II) acetate). Solvent: C(C)N(CC)CC (triethylamine), C(Cl)Cl (CH2Cl2). Conditions: temperature 100 celsius, time 3 hour. Yields the product COC(\C=C\C=1C=C(C=C2C(=CNC12)C)F)=O ((E)-3-(5-Fluoro-3-methyl-1H-indol-7-yl)-acrylic acid methyl ester). Reaction SMILES: Br[C:2]1[CH:3]=[C:4]([F:12])[CH:5]=[C:6]2[C:10]=1[NH:9][CH:8]=[C:7]2[CH3:11].[C:13]([O:17][CH3:18])(=[O:16])[CH:14]=[CH2:15].C1(C)C=CC=CC=1P(C1C=CC=CC=1C)C1C=CC=CC=1C>C(N(CC)CC)C.C(Cl)Cl.C([O-])(=O)C.[Pd+2].C([O-])(=O)C>[CH3:18][O:17][C:13](=[O:16])/[CH:14]=[CH:15]/[C:2]1[CH:3]=[C:4]([F:12])[CH:5]=[C:6]2[C:10]=1[NH:9][CH:8]=[C:7]2[CH3:11] |f:5.6.7|. Procedure details: To a mixture of 7-Bromo-5-fluoro-3-methyl-1H-indole, [which was prepared analogous to I-30, according to the method of Dobbs, A., J. Org. Chem., 66, 638-641 (2001)], (870 mg, 3.8 mmol) and methyl acrylate (819 mg, 9.5 mmol) in triethylamine (4 ml), palladium(II) acetate (112 mg, 0.5 mmol) and tri-o-tolylphosphine (428 mg, 1.42 mmol) was added under argon at rt The reaction mixture was stirred at 100° C. for 3 hrs in a sealed pressure tube and then cooled to rt The reaction mixture was diluted wi... The reactants are OC1CN(C(c2ccccc2)c2ccccc2)C1, Clc1ccc(C(OC2CN(C(c3ccccc3)c3ccccc3)C2)c2ccc(Cl)cc2Cl)cc1, OC(c1ccc(Cl)cc1)c1ccc(F)cc1C(F)(F)F. Yields the product Fc1ccc(C(OC2CN(C(c3ccccc3)c3ccccc3)C2)c2ccc(Cl)cc2)c(C(F)(F)F)c1. As a reaction SMILES: [CH:1]([c:2]1[cH:3][cH:4][cH:5][cH:6][cH:7]1)([c:8]1[cH:9][cH:10][cH:11][cH:12][cH:13]1)[N:14]1[CH2:15][CH:16]([OH:18])[CH2:17]1.[CH:39]([N:40]1[CH2:41][CH:42]([O:43][CH:44]([c:45]2[cH:46][cH:47][c:48]([Cl:49])[cH:50][cH:51]2)[c:52]2[cH:53][cH:54][c:55]([Cl:56])[cH:57][c:58]2[Cl:59])[CH2:60]1)([c:61]1[cH:62][cH:63][cH:64][cH:65][cH:66]1)[c:67]1[cH:68][cH:69][cH:70][cH:71][cH:72]1.[F:19][C:20]([c:21]1[c:22]([CH:23]([c:24]2[cH:25][cH:26][c:27]([Cl:30])[cH:28][cH:29]2)[OH:31])[cH:32][cH:33][c:34]([F:36])[cH:35]1)([F:37])[F:38]>>[CH:1]([c:2]1[cH:3][cH:4][cH:5][cH:6][cH:7]1)([c:8]1[cH:9][cH:10][cH:11][cH:12][cH:13]1)[N:14]1[CH2:15][CH:16]([O:18][CH:23]([c:22]2[c:21]([C:20]([F:19])([F:37])[F:38])[cH:35][c:34]([F:36])[cH:33][cH:32]2)[c:24]2[cH:25][cH:26][c:27]([Cl:30])[cH:28][cH:29]2)[CH2:17]1. The reactants are C(C=1C(N)=CC=CC1)(=O)O (Anthranilic acid), C(=O)N (formamide), CC=1NN(C(C1)=O)C1=CC=CC=C1 (3-Methyl-1-phenyl-5-pyrazolone). Reagents/catalysts: C(=O)[O-].[Cr+3].C(=O)[O-].C(=O)[O-] (chromium formate), [Cr] (chromium). Yields the product C1=CC=C(C=C1)N=NC2=CC=C(C=C2)N (Solvent Yellow). As a reaction SMILES: C(O)(=O)[C:2]1[C:3](=[CH:5][CH:6]=[CH:7][CH:8]=1)[NH2:4].CC1N[N:14]([C:18]2[CH:23]=[CH:22][CH:21]=[CH:20][CH:19]=2)C(=O)C=1.C([NH2:26])=O>C([O-])=O.[Cr+3].C([O-])=O.C([O-])=O.[Cr]>[CH:21]1[CH:22]=[CH:23][C:18]([N:14]=[N:4][C:3]2[CH:2]=[CH:8][C:7]([NH2:26])=[CH:6][CH:5]=2)=[CH:19][CH:20]=1 |f:3.4.5.6|. Procedure: A chromium complex of ##STR1## Anthranilic acid→3-Methyl-1-phenyl-5-pyrazolone; then heat with chromium formate in formamide solution for 6 hr. at 113°-115° C. to form the chromium complex which contains 1 atom of chromium per 2 mol. dye. Starting materials: CN(NC(=O)OCC1=CC=CC=C1)C(=O)C1=NC(=C(C(=C1)OCC1=CC=CC=C1)OCC1=CC=CC=C1)CNC(=O)OC(C)(C)C (6-[[[(1,1-Dimethylethoxy)carbonyl]amino]methyl]-4,5-bis(phenylmethoxy)-2-pyridinecarboxylic acid, 1-methyl-2-[(phenylmethoxy)carbonyl]hydrazide). The reagents and catalysts are CN(C=O)C (dimethylformamide). The product is CN(N)C(=O)C=1NC(=C(C(C1)=O)O)CNC(=O)OC(C)(C)C (6-[[[(1-,1-Dimethylethoxy)carbonyl]amino]methyl]-1,4-dihydro-5-hydroxy-4-oxo-2-pyridinecarboxylic acid, 1-methylhydrazide). Yield: 82.4%. As a reaction SMILES: [CH3:1][N:2]([C:14]([C:16]1[CH:21]=[C:20]([O:22]CC2C=CC=CC=2)[C:19]([O:30]CC2C=CC=CC=2)=[C:18]([CH2:38][NH:39][C:40]([O:42][C:43]([CH3:46])([CH3:45])[CH3:44])=[O:41])[N:17]=1)=[O:15])[NH:3]C(OCC1C=CC=CC=1)=O>CN(C)C=O>[CH3:1][N:2]([C:14]([C:16]1[NH:17][C:18]([CH2:38][NH:39][C:40]([O:42][C:43]([CH3:46])([CH3:45])[CH3:44])=[O:41])=[C:19]([OH:30])[C:20](=[O:22])[CH:21]=1)=[O:15])[NH2:3]. Procedure: To a solution of the compound of Example 36d (1.49 g, 2.37 mmol) in 30 ml dimethylformamide 0.7 g 10% palladium on carbon catalyst were added and a stream of hydrogen was bubbled through the mixture for 1 hour. The catalyst was filtered off and the filtrate evaporated in vacuo. Trituration of the residue with ether yielded 0.61 g of the desired product. M.P. 188°-190° C. (dec.) Reactants: O=C([O-])C(=O)[O-], CC(C)(O)c1ccc(-c2cc(C(N)=O)c(Nc3cccc(C=O)n3)s2)c(F)c1, CN1C(=O)CCC1CN. Yields the product CN1C(=O)CCC1CNCc1cccc(Nc2sc(-c3ccc(C(C)(C)O)cc3F)cc2C(N)=O)n1. As a reaction SMILES: [C:1]([O-:2])(=[O:3])[C:4]([O-:5])=[O:6].[F:16][c:17]1[c:18](-[c:27]2[cH:28][c:29]([C:41](=[O:42])[NH2:43])[c:30]([NH:32][c:33]3[n:34][c:35]([CH:39]=[O:40])[cH:36][cH:37][cH:38]3)[s:31]2)[cH:19][cH:20][c:21]([C:23]([CH3:24])([CH3:25])[OH:26])[cH:22]1.[NH2:7][CH2:8][CH:9]1[CH2:10][CH2:11][C:12](=[O:15])[N:13]1[CH3:14]>>[NH:7]([CH2:8][CH:9]1[CH2:10][CH2:11][C:12](=[O:15])[N:13]1[CH3:14])[CH2:39][c:35]1[n:34][c:33]([NH:32][c:30]2[c:29]([C:41](=[O:42])[NH2:43])[cH:28][c:27](-[c:18]3[c:17]([F:16])[cH:22][c:21]([C:23]([CH3:24])([CH3:25])[OH:26])[cH:20][cH:19]3)[s:31]2)[cH:38][cH:37][cH:36]1.